describe an organic reaction: reactants, conditions, products, and yield From a dataset of the Open Reaction Database (ORD), a public repository of structured organic reaction records. The reactants are C(C1=CC=CC=C1)[N+]1=CC=2CCC3=C(C2C=C1)N(C(=C3C(=O)OCC)C3=C(C=CC=C3)C)C (7-benzyl-3-ethoxycarbonyl-1-methyl-2-o-tolyl-4,5-dihydro-1H-pyrrolo[2,3-f]isoquinolin-7-ium), [Br-] (bromide), CC(C)([O-])C.[K+] (potassium tert-butoxide). Solvent: CS(=O)C (DMSO), C1CCOC1 (THF). Yields the product C(C)OC(=O)C1=C(N(C=2C=3C=CN=CC3CCC21)C)C2=C(C=CC=C2)C (1-Methyl-2-o-tolyl-4,5-dihydro-1H-pyrrolo[2,3-f]isoquinoline-3-carboxylic acid ethyl ester). As a reaction SMILES: C([N+:8]1[CH:17]=[CH:16][C:15]2[C:14]3[N:18]([CH3:33])[C:19]([C:26]4[CH:31]=[CH:30][CH:29]=[CH:28][C:27]=4[CH3:32])=[C:20]([C:21]([O:23][CH2:24][CH3:25])=[O:22])[C:13]=3[CH2:12][CH2:11][C:10]=2[CH:9]=1)C1C=CC=CC=1.[Br-].CC(C)([O-])C.[K+]>CS(C)=O.C1COCC1>[CH2:24]([O:23][C:21]([C:20]1[C:13]2[CH2:12][CH2:11][C:10]3[CH:9]=[N:8][CH:17]=[CH:16][C:15]=3[C:14]=2[N:18]([CH3:33])[C:19]=1[C:26]1[CH:31]=[CH:30][CH:29]=[CH:28][C:27]=1[CH3:32])=[O:22])[CH3:25] |f:2.3|. Procedure: To a solution of 7-benzyl-3-ethoxycarbonyl-1-methyl-2-o-tolyl-4,5-dihydro-1H-pyrrolo[2,3-f]isoquinolin-7-ium; bromide XXIIIA (1.64 mmol) in dry DMSO (1 mL), 1M potassium tert-butoxide (11.5 mmol) in THF was added. The solution was bubbled with dry air overnight. Volatiles were removed, the residue was suspended in DCM, washed with water, dried (Na2SO4), filtered and the solvent evaporated. Chromatography on silica gel (eluant: DCM/MeOH 20:1) afforded the title compound. ESI (+) MS: m/z 347 (MH+)... Starting materials: ClC1=NC=CC=N1 (2-chloropyrimidine), CC1(CC(C=2C(=CNC2C1)CC)=O)C (6,6-dimethyl-3-ethyl-4,5,6,7-tetrahydro-1H-indole-4-one), C(=O)([O-])[O-].[K+].[K+] (K2CO3), ClC1=NC=CC=N1 (2-chloropyrimidine). The reagents and catalysts are [Cu]Br (copper (I) bromide), [Cu]Br (copper (I) bromide). Solvent: CN(C)C=O (DMF). Reaction conditions: time 24 hour. Product: C(C)C1=CN(C=2CC(CC(C12)=O)(C)C)C1=NC=CC=N1 (3-Ethyl-6,6-dimethyl-1-(pyrimidin-2-yl)-4,5,6,7-tetrahydroindol-4-one). Yield: 25.0%. Reaction SMILES: [CH3:1][C:2]1([CH3:14])[CH2:10][C:9]2[NH:8][CH:7]=[C:6]([CH2:11][CH3:12])[C:5]=2[C:4](=[O:13])[CH2:3]1.C([O-])([O-])=O.[K+].[K+].Cl[C:22]1[N:27]=[CH:26][CH:25]=[CH:24][N:23]=1>CN(C=O)C.[Cu]Br>[CH2:11]([C:6]1[C:5]2[C:4](=[O:13])[CH2:3][C:2]([CH3:1])([CH3:14])[CH2:10][C:9]=2[N:8]([C:22]2[N:27]=[CH:26][CH:25]=[CH:24][N:23]=2)[CH:7]=1)[CH3:12] |f:1.2.3|. Procedure details: A solution of 6,6-dimethyl-3-ethyl-4,5,6,7-tetrahydro-1H-indole-4-one (100 mg, 0.52 mmol), K2CO3 (87 mg, 0.63 mmol), copper (I) bromide (15 mg, 0.1 mmol) and 2-chloropyrimidine (71 mg, 0.63 mmol) in DMF (1 mL) were heated at 180° C. for 24 h. More copper (I) bromide (16 mg, 0.1 mmol) and 2-chloropyrimidine (50 mg) were added and heating continued for a further 24 h. The DMF was evaporated and the residue partitioned between water and DCM. The organic layer was separated and the aqueous phase ext... Isolated yield 33.0%. Reaction SMILES: C[N:2]([CH:4]=[CH:5][C:6]([C:8]1[CH:13]=[CH:12][C:11]([Cl:14])=[CH:10][CH:9]=1)=O)[CH3:3].[N+]([O-])(O)=O.[N+:19]([O-])(O)=O.[CH3:23][O:24][C:25]1[CH:26]=[C:27]([NH:37]C(N)=N)[CH:28]=[CH:29][C:30]=1[N:31]1[CH:35]=[C:34]([CH3:36])[N:33]=[CH:32]1>>[Cl:14][C:11]1[CH:10]=[CH:9][C:8]([C:6]2[CH:5]=[CH:4][N:2]=[C:3]([C:26]3[C:25]([O:24][CH3:23])=[C:30]([N:31]4[CH:35]=[C:34]([CH3:36])[N:33]=[CH:32]4)[CH:29]=[CH:28][C:27]=3[NH2:37])[N:19]=2)=[CH:13][CH:12]=1 |f:1.2.3|. The product is ClC1=CC=C(C=C1)C1=NC(=NC=C1)C1=C(C=CC(=C1OC)N1C=NC(=C1)C)N ([4-(4-Chloro-phenyl)-pyrimidin-2-yl-3-methoxy-4-(4-methyl-imidazol-1-yl)-phenyl]-amine), solid. Reactants: CN(C)C=CC(=O)C1=CC=C(C=C1)Cl (1-(4-chloro-phenyl)-3-dimethylamino-propenone), [N+](=O)(O)[O-].[N+](=O)(O)[O-].COC=1C=C(C=CC1N1C=NC(=C1)C)NC(=N)N (N-[3-methoxy-4-(4-methyl-imidazol-1-yl)-phenyl]-guanidine dinitrate). Procedure: The title compound was prepared from crude 1-(4-chloro-phenyl)-3-dimethylamino-propenone (87 mg, 0.3 mmol) and N-[3-methoxy-4-(4-methyl-imidazol-1-yl)-phenyl]-guanidine dinitrate (83 mg, 0.22 mmol) using in analogous manner the procedure described in example 28b). Obtained as a pale-yellow solid (29 mg, 33%). Mp 202-204° C. The reactants are ClCCl, OC(c1ccccc1Cl)c1ncc(Cl)nc1Cl. Yields the product O=C(c1ccccc1Cl)c1ncc(Cl)nc1Cl. As a reaction SMILES: [Cl:18][CH2:19][Cl:20].[Cl:1][c:2]1[c:3]([CH:8]([OH:9])[c:10]2[n:11][cH:12][c:13]([Cl:17])[n:14][c:15]2[Cl:16])[cH:4][cH:5][cH:6][cH:7]1>>[Cl:1][c:2]1[c:3]([C:8](=[O:9])[c:10]2[n:11][cH:12][c:13]([Cl:17])[n:14][c:15]2[Cl:16])[cH:4][cH:5][cH:6][cH:7]1. Starting materials: CC(C)(C)OC(=O)C1CCC(c2cc(O)n3nccc3n2)CC1, CN(C)c1ccccc1, O=P(Cl)(Cl)Cl. Product: CC(C)(C)OC(=O)C1CCC(c2cc(Cl)n3nccc3n2)CC1. Reaction SMILES: [C:1]([CH3:2])([CH3:3])([CH3:4])[O:5][C:6](=[O:7])[CH:8]1[CH2:9][CH2:10][CH:11]([c:14]2[n:15][c:16]3[n:17]([c:18]([OH:20])[cH:19]2)[n:21][cH:22][cH:23]3)[CH2:12][CH2:13]1.[CH3:24][N:25]([c:26]1[cH:27][cH:28][cH:29][cH:30][cH:31]1)[CH3:32].[P:33]([Cl:34])([Cl:35])([Cl:36])=[O:37]>>[C:1]([CH3:2])([CH3:3])([CH3:4])[O:5][C:6](=[O:7])[CH:8]1[CH2:9][CH2:10][CH:11]([c:14]2[n:15][c:16]3[n:17]([c:18]([Cl:35])[cH:19]2)[n:21][cH:22][cH:23]3)[CH2:12][CH2:13]1. Yields the product COc1c(CO)n(C)c(=O)c2ccc(Cl)cc12. As a reaction SMILES: [CH3:25][N:26]([CH3:27])[CH:28]=[O:29].[CH3:36][O:37][CH2:38][CH2:39][O:40][CH3:41].[Cl:19][C:20]([C:21]([Cl:22])=[O:23])=[O:24].[Cl:1][c:2]1[cH:3][c:4]2[c:5]([O:17][CH3:18])[c:6]([C:14](=[O:15])[OH:16])[n:7]([CH3:13])[c:8](=[O:12])[c:9]2[cH:10][cH:11]1.[ClH:30].[O:31]1[CH2:32][CH2:33][CH2:34][CH2:35]1>>[Cl:1][c:2]1[cH:3][c:4]2[c:5]([O:17][CH3:18])[c:6]([CH2:14][OH:15])[n:7]([CH3:13])[c:8](=[O:12])[c:9]2[cH:10][cH:11]1. The reactants are CN(C)C=O, COCCOC, O=C(Cl)C(=O)Cl, COc1c(C(=O)O)n(C)c(=O)c2ccc(Cl)cc12, Cl, C1CCOC1. Starting materials: CC1(OC[C@H](O1)CN1N=C(C=C1)NC([C@H](CC(C)C)N1C(C=C(C1)OC1=C(C(=CC=C1)Br)F)=O)=O)C ((S)-2-[4-(3-bromo-2-fluoro-phenoxy)-2-oxo-2,5-dihydro-pyrrol-1-yl]-4-methyl-pentanoic acid [1-((R)-2,2-dimethyl-[1,3]dioxolan-4-yl-methyl)-1H-pyrazol-3-yl]-amide), C1(=CC=CC=C1)P(C1=C(C2=CC=CC=C2C=C1)C1=C(C=CC2=CC=CC=C12)P(C1=CC=CC=C1)C1=CC=CC=C1)C1=CC=CC=C1 (2,2′-bis(diphenylphosphino)-1,1′-binaphthyl), C([O-])([O-])=O.[Cs+].[Cs+] (cesium carbonate), N1CCCC1 (pyrrolidine). The reagents and catalysts are C(C)(=O)[O-].[Pd+2].C(C)(=O)[O-] (palladium(II) acetate). The solvent is O1CCOCC1 (1,4-dioxane), C(C)(=O)OCC (ethyl acetate). Conditions: temperature 100 celsius. The product is C(C)OC([C@H](CC(C)C)N1C(C=C(C1)OC1=C(C(=CC=C1)N1CCCC1)F)=O)=O ((S)-2-[4-(2-fluoro-3-pyrrolidin-1-yl-phenoxy)-2-oxo-2,5-dihydro-pyrrol-1-yl]-4-methyl-pentanoic acid ethyl ester). Yield: 41.0%. RXN SMILES: CC1(C)O[C@H](CN2C=CC(N[C:14](=[O:35])[C@@H:15]([N:20]3[CH2:24][C:23]([O:25][C:26]4[CH:31]=[CH:30][CH:29]=[C:28](Br)[C:27]=4[F:33])=[CH:22][C:21]3=[O:34])[CH2:16][CH:17]([CH3:19])[CH3:18])=N2)CO1.[C:37]1(P(C2C=CC=CC=2)C2C=CC3C(=CC=CC=3)C=2C2C3C(=CC=CC=3)C=CC=2P(C2C=CC=CC=2)C2C=CC=CC=2)C=CC=CC=1.[C:83](=[O:86])([O-])[O-].[Cs+].[Cs+].[NH:89]1[CH2:93][CH2:92][CH2:91][CH2:90]1>O1CCOCC1.C(OCC)(=O)C.C([O-])(=O)C.[Pd+2].C([O-])(=O)C>[CH2:83]([O:86][C:14](=[O:35])[C@@H:15]([N:20]1[CH2:24][C:23]([O:25][C:26]2[CH:31]=[CH:30][CH:29]=[C:28]([N:89]3[CH2:93][CH2:92][CH2:91][CH2:90]3)[C:27]=2[F:33])=[CH:22][C:21]1=[O:34])[CH2:16][CH:17]([CH3:18])[CH3:19])[CH3:37] |f:2.3.4,8.9.10|. Procedure details: To a mixture of (S)-2-[4-(3-bromo-2-fluoro-phenoxy)-2-oxo-2,5-dihydro-pyrrol-1-yl]-4-methyl-pentanoic acid ethyl ester (prepared as in Example 128, 0.300 g, 0.72 mmol), palladium(II) acetate (0.023 g, 0.10 mmol), 2,2′-bis(diphenylphosphino)-1,1′-binaphthyl (0.124 g, 0.20 mmol), and cesium carbonate (0.650 g, 1.99 mmol) in 1,4-dioxane (10 mL) was added pyrrolidine (0.103 g, 1.45 mmol) and the resulting mixture heated to 100° C. in a sealed tube under argon for 6 h. The resulting mixture was taken...